Dataset: the Open Reaction Database (ORD), a public repository of structured organic reaction records. Task: describe an organic reaction: reactants, conditions, products, and yield Reactants: COc1ccc(Br)c(C(=O)O)c1, Cc1ccc([N+](=O)[O-])cc1N, CC(C)=O, CO, [Cu], [K+], [K], [OH-], O. The product is COc1ccc(Nc2cc([N+](=O)[O-])ccc2C)c(C(=O)O)c1. Reaction SMILES: [Br:2][c:3]1[c:4]([C:5](=[O:6])[OH:7])[cH:8][c:9]([O:12][CH3:13])[cH:10][cH:11]1.[CH3:14][c:15]1[c:16]([NH2:17])[cH:18][c:19]([N+:22](=[O:23])[O-:24])[cH:20][cH:21]1.[CH3:29][C:30]([CH3:31])=[O:32].[CH3:33][OH:34].[Cu:28].[K+:26].[K:1].[OH-:25].[OH2:27]>>[c:3]1([NH:17][c:16]2[c:15]([CH3:14])[cH:21][cH:20][c:19]([N+:22](=[O:23])[O-:24])[cH:18]2)[c:4]([C:5](=[O:6])[OH:7])[cH:8][c:9]([O:12][CH3:13])[cH:10][cH:11]1. Starting materials: C(C)(=O)O (acetic acid), S(O)(O)(=O)=O (sulphuric acid), C1(=CC=CC=C1)N(C(=O)C=CC1=CC=CC=C1)C1=CC=CC=C1 (N,N-diphenylstyrenyl carboxamide). Run in O (water). Yields the product C(=CC1=CC=CC=C1)C(=O)O (Styrene Carboxylic Acid). Reaction SMILES: C1(N(C2C=CC=CC=2)[C:8]([CH:10]=[CH:11][C:12]2[CH:17]=[CH:16][CH:15]=[CH:14][CH:13]=2)=[O:9])C=CC=CC=1.C(O)(=[O:26])C.S(=O)(=O)(O)O>O>[CH:10]([C:8]([OH:9])=[O:26])=[CH:11][C:12]1[CH:17]=[CH:16][CH:15]=[CH:14][CH:13]=1. Procedure details: The N,N-diphenylstyrenyl carboxamide-2% divinylbenzene copolymer from example 7(a) (53.0g) was heated with stirring at 130°-135° for 44 hours with a mixture of glacial acetic acid (670 ml.), concentrated sulphuric acid (500 ml.) and water (300 ml.). After cooling to room temperature, the mixture was filtered and the polymer washed successively with water (4 × 400 ml.), acetone (3 × 200 ml.); methanol (3 × 200ml.), water (2 × 400 ml.) and acetone (2 × 200 ml.); and dried in vacuo at 40° to consta... Starting materials: Cl.BrC1=CC=C(C=C1)C1=NC=C(C=N1)C(=N)N (2-(p-bromophenyl)-5-pyrimidinecarboxamidine hydrochloride), α-propyl-62 -dimethylaminoacrolein, α-pentyl-62 -dimethylaminoacrolein, Cl.FC1=CC=C(C=C1)C1=NC=C(C=N1)C(=N)N (2-(p-fluorophenyl)-5-pyrimidinecarboxamidine hydrochloride). Yields the product FC1=CC=C(C=C1)C1=NC=C(C=N1)C1=NC=C(C=N1)CCC (2-(p-fluorophenyl)-5'-propyl-5,2'-bipyrimidinyl). Reaction SMILES: Cl.Br[C:3]1C=[CH:7][C:6]([C:9]2N=CC(C(N)=N)=CN=2)=[CH:5][CH:4]=1.Cl.[F:19][C:20]1[CH:25]=[CH:24][C:23]([C:26]2[N:31]=[CH:30][C:29]([C:32]([NH2:34])=[NH:33])=[CH:28][N:27]=2)=[CH:22][CH:21]=1>>[F:19][C:20]1[CH:21]=[CH:22][C:23]([C:26]2[N:27]=[CH:28][C:29]([C:32]3[N:34]=[CH:9][C:6]([CH2:5][CH2:4][CH3:3])=[CH:7][N:33]=3)=[CH:30][N:31]=2)=[CH:24][CH:25]=1 |f:0.1,2.3|. Reported procedure: Example 4 was repeated except that 2-(p-bromophenyl)-5-pyrimidinecarboxamidine hydrochloride and α-pentyl-62 -dimethylaminoacrolein in Example 4 were replaced by 2-(p-fluorophenyl)-5-pyrimidinecarboxamidine hydrochloride and α-propyl-62 -dimethylaminoacrolein, respectively, to obtain 2-(p-fluorophenyl)-5'-propyl-5,2'-bipyrimidinyl, which exhibited a C-N point of 199° C. and a N-I point of 203° C. Reactants: S=C1SCC2Cc3ccccc3CN12, CI. Product: CSC1=[N+]2Cc3ccccc3CC2CS1, [I-]. As a reaction SMILES: [CH2:1]1[S:2][C:3](=[S:14])[N:4]2[CH2:5][c:6]3[cH:7][cH:8][cH:9][cH:10][c:11]3[CH2:12][CH:13]12.[CH3:15][I:16]>>[CH2:1]1[S:2][C:3]([S:14][CH3:15])=[N+:4]2[CH2:5][c:6]3[cH:7][cH:8][cH:9][cH:10][c:11]3[CH2:12][CH:13]12.[I-:16]. The reactants are CN1CCC2(CC1)COC1=CC=3CCCNC3C=C12 (2,3,5,6,7,8-hexahydro-1'-methylspiro[furo[2,3-g]quinoline-3,4'-piperidine]), COC(=O)C1=CC(=C(C=C1)C1=CC=C(C=C1)C(=O)O)C (4'-methoxycarbonyl-2'-methylbiphenyl-4-carboxylic acid), Example 1. The product is CN1CCC2(CC1)COC1=CC=3CCCN(C3C=C12)C(=O)C1=CC=C(C=C1)C1=C(C=C(C=C1)C(=O)OC)C (2,3,5,6,7,8-Hexahydro-1'-methyl-5-(4'-methoxycarbonyl-2'-methylbiphenyl-4-carbonyl)spiro [furo[2,3-g]quinoline-3,4'-piperidine]). Reaction SMILES: [CH3:1][N:2]1[CH2:7][CH2:6][C:5]2([C:19]3[C:10](=[CH:11][C:12]4[CH2:13][CH2:14][CH2:15][NH:16][C:17]=4[CH:18]=3)[O:9][CH2:8]2)[CH2:4][CH2:3]1.[CH3:20][O:21][C:22]([C:24]1[CH:29]=[CH:28][C:27]([C:30]2[CH:35]=[CH:34][C:33]([C:36](O)=[O:37])=[CH:32][CH:31]=2)=[C:26]([CH3:39])[CH:25]=1)=[O:23]>>[CH3:1][N:2]1[CH2:7][CH2:6][C:5]2([C:19]3[C:10](=[CH:11][C:12]4[CH2:13][CH2:14][CH2:15][N:16]([C:36]([C:33]5[CH:34]=[CH:35][C:30]([C:27]6[CH:28]=[CH:29][C:24]([C:22]([O:21][CH3:20])=[O:23])=[CH:25][C:26]=6[CH3:39])=[CH:31][CH:32]=5)=[O:37])[C:17]=4[CH:18]=3)[O:9][CH2:8]2)[CH2:4][CH2:3]1. Procedure details: The title compound was prepared from 2,3,5,6,7,8-hexahydro-1'-methylspiro[furo[2,3-g]quinoline-3,4'-piperidine] (D10) and 4'-methoxycarbonyl-2'-methylbiphenyl-4-carboxylic acid (D41) using a procedure similar to that of Example 1 (46%). Run in ClCCl (dichloromethane). Reported procedure: A mixture of 1-(5-methoxy-pyrimidin-2-yl)-4,4-dimethyl-piperidine-2,6-dione (0.99 g, 3.97 mmol) and pyridine hydrochloride (1.50 g, 7.99 mmol) was heated at 190° C. for 2.5 hours. After cooling to room temperature the reaction mixture was dissolved in a small amount of dichloromethane and filtered over a short pad of silicagel and washed with ethyl acetate. Evaporation of the solvent in vacuo yielded the title compound (0.60 g, 64% yield) as a white solid. Reactants: COC=1C=NC(=NC1)N1C(CC(CC1=O)(C)C)=O (1-(5-methoxy-pyrimidin-2-yl)-4,4-dimethyl-piperidine-2,6-dione), Cl.N1=CC=CC=C1 (pyridine hydrochloride). The product is OC=1C=NC(=NC1)N1C(CC(CC1=O)(C)C)=O (1-(5-Hydroxy-pyrimidin-2-yl)-4,4-dimethyl-piperidine-2,6-dione). RXN SMILES: C[O:2][C:3]1[CH:4]=[N:5][C:6]([N:9]2[C:14](=[O:15])[CH2:13][C:12]([CH3:17])([CH3:16])[CH2:11][C:10]2=[O:18])=[N:7][CH:8]=1.Cl.N1C=CC=CC=1>ClCCl>[OH:2][C:3]1[CH:4]=[N:5][C:6]([N:9]2[C:10](=[O:18])[CH2:11][C:12]([CH3:16])([CH3:17])[CH2:13][C:14]2=[O:15])=[N:7][CH:8]=1 |f:1.2|. Reaction conditions: temperature 190 celsius. Yield: 64.2%.